Task: describe an organic reaction: reactants, conditions, products, and yield. Dataset: the Open Reaction Database (ORD), a public repository of structured organic reaction records Reactants: ClC(Cl)Cl, O=C=Nc1ccc(F)cc1, NCCCCn1c(-c2ccccc2)nc2c(N)nc3ccccc3c21, c1ccncc1. Yields the product Nc1nc2ccccc2c2c1nc(-c1ccccc1)n2CCCCNC(=O)Nc1ccc(F)cc1. As a reaction SMILES: [CH:36]([Cl:37])([Cl:38])[Cl:39].[F:1][c:2]1[cH:3][cH:4][c:5]([N:8]=[C:9]=[O:10])[cH:6][cH:7]1.[NH2:11][CH2:12][CH2:13][CH2:14][CH2:15][n:16]1[c:17](-[c:30]2[cH:31][cH:32][cH:33][cH:34][cH:35]2)[n:18][c:19]2[c:20]([NH2:29])[n:21][c:22]3[cH:23][cH:24][cH:25][cH:26][c:27]3[c:28]12.[cH:40]1[cH:41][cH:42][n:43][cH:44][cH:45]1>>[F:1][c:2]1[cH:3][cH:4][c:5]([NH:8][C:9](=[O:10])[NH:11][CH2:12][CH2:13][CH2:14][CH2:15][n:16]2[c:17](-[c:30]3[cH:31][cH:32][cH:33][cH:34][cH:35]3)[n:18][c:19]3[c:20]([NH2:29])[n:21][c:22]4[cH:23][cH:24][cH:25][cH:26][c:27]4[c:28]23)[cH:6][cH:7]1.